From a dataset of the Open Reaction Database (ORD), a public repository of structured organic reaction records. describe an organic reaction: reactants, conditions, products, and yield The reactants are O=C([O-])[O-], CN(C)C=O, C=COCCCl, [K+], [K+], O=C1CN(c2ccccc2)C(=O)N1. Yields the product C=COCCN1C(=O)CN(c2ccccc2)C1=O. Reaction SMILES: [C:20](=[O:21])([O-:22])[O-:23].[CH3:26][N:27]([CH3:28])[CH:29]=[O:30].[CH:14](=[CH2:15])[O:16][CH2:17][CH2:18][Cl:19].[K+:24].[K+:25].[c:1]1([N:7]2[C:8](=[O:9])[NH:10][C:11](=[O:12])[CH2:13]2)[cH:2][cH:3][cH:4][cH:5][cH:6]1>>[c:1]1([N:7]2[C:8](=[O:9])[N:10]([CH2:18][CH2:17][O:16][CH:14]=[CH2:15])[C:11](=[O:12])[CH2:13]2)[cH:2][cH:3][cH:4][cH:5][cH:6]1. The reactants are N1=NCCC=CCCC=CCC1 (1,2-diaza-1,5,9-cyclododecatriene), N1NCCCCCCCCCC1 (1,2-diazacyclododecane). Product: NC(C(CCCC)CC)CCCCCCCCC(C(CCCC)CC)N (6.15-Diamino-5,16-diethyleicosane). As a reaction SMILES: [N:1]1[CH2:12][CH2:11][CH:10]=[CH:9][CH2:8][CH2:7][CH:6]=[CH:5][CH2:4][CH2:3][N:2]=1.N1[CH2:24][CH2:23][CH2:22][CH2:21][CH2:20][CH2:19][CH2:18]CCCN1>>[NH2:2][CH:3]([CH2:4][CH2:5][CH2:6][CH2:7][CH2:8][CH2:9][CH2:10][CH2:11][CH:12]([NH2:1])[CH:20]([CH2:19][CH3:18])[CH2:21][CH2:22][CH2:23][CH3:24])[CH:5]([CH2:4][CH3:3])[CH2:6][CH2:7][CH2:8][CH3:9]. Procedure: The 1,2-diaza-1,5,9-cyclododecatriene and 1,2-diazacyclododecane, used as starting products, can be produced by the methods described in the German Offenlegungsschriften Nos. 2,330,087 and 2,549,403. Procedure: To a solution of 3-(4-bromo-benzoyl)-cyclohexanecarboxylic acid methyl ester (500 mg, 1.54 mmol) and 4-aminophenyl boronic acid (252 mg, 1.85 mmol) in toluene (40 mL) and dioxane (10 mL), 2 N aqueous Na2CO3 (10 mL) was added, and the mixture was degassed by bubbling with a flow of argon for 45 minutes. (1,1-Bis(diphenylphosphino)ferrocene)-dichloropalladium (63 mg, 0.08 mmol) was added to the mixture, which was then heated at 80° C. overnight. The reaction mixture was cooled to rt, and then filt... RXN SMILES: [CH3:1][O:2][C:3]([CH:5]1[CH2:10][CH2:9][CH2:8][CH:7]([C:11](=[O:19])[C:12]2[CH:17]=[CH:16][C:15](Br)=[CH:14][CH:13]=2)[CH2:6]1)=[O:4].[NH2:20][C:21]1[CH:26]=[CH:25][C:24](B(O)O)=[CH:23][CH:22]=1>C1(C)C=CC=CC=1.O1CCOCC1.C([O-])([O-])=O.[Na+].[Na+]>[CH3:1][O:2][C:3]([CH:5]1[CH2:10][CH2:9][CH2:8][CH:7]([C:11]([C:12]2[CH:17]=[CH:16][C:15]([C:24]3[CH:25]=[CH:26][C:21]([NH2:20])=[CH:22][CH:23]=3)=[CH:14][CH:13]=2)=[O:19])[CH2:6]1)=[O:4] |f:4.5.6|. Run in C1(=CC=CC=C1)C (toluene), O1CCOCC1 (dioxane), C(=O)([O-])[O-].[Na+].[Na+] (Na2CO3). Reaction conditions: temperature 80 celsius. Isolated yield 38.5%. Reactants: COC(=O)C1CC(CCC1)C(C1=CC=C(C=C1)Br)=O (3-(4-bromo-benzoyl)-cyclohexanecarboxylic acid methyl ester), NC1=CC=C(C=C1)B(O)O (4-aminophenyl boronic acid), (1,1-Bis(diphenylphosphino)ferrocene)-dichloropalladium. Product: COC(=O)C1CC(CCC1)C(=O)C1=CC=C(C=C1)C1=CC=C(C=C1)N (3-(4′-amino-biphenyl-4-carbonyl)-cyclohexanecarboxylic acid methyl ester), solid. Reactants: O=c1[nH]c2cccnc2n1-c1ccc(OCc2ccccc2)cc1, CO, [Ca+2], [Cl-], [Cl-], [H-], CC(C)I, [Na+], CN(C)C=O. Yields the product CC(C)n1c(=O)n(-c2ccc(OCc3ccccc3)cc2)c2ncccc21. As a reaction SMILES: [CH2:3]([c:4]1[cH:5][cH:6][cH:7][cH:8][cH:9]1)[O:10][c:11]1[cH:12][cH:13][c:14](-[n:17]2[c:18](=[O:26])[nH:19][c:20]3[c:21]2[n:22][cH:23][cH:24][cH:25]3)[cH:15][cH:16]1.[CH3:39][OH:40].[Ca+2:32].[Cl-:31].[Cl-:33].[H-:2].[I:27][CH:28]([CH3:29])[CH3:30].[Na+:1].[O:34]=[CH:35][N:36]([CH3:37])[CH3:38]>>[CH2:3]([c:4]1[cH:5][cH:6][cH:7][cH:8][cH:9]1)[O:10][c:11]1[cH:12][cH:13][c:14](-[n:17]2[c:18](=[O:26])[n:19]([CH:28]([CH3:29])[CH3:30])[c:20]3[c:21]2[n:22][cH:23][cH:24][cH:25]3)[cH:15][cH:16]1. Reactants: ClC(Cl)Cl, COC(=O)c1ccc(-c2cnc(=O)[nH]n2)cc1, O=P(Cl)(Cl)Cl. Yields the product COC(=O)c1ccc(-c2cnc(Cl)nn2)cc1. Reaction SMILES: [CH:23]([Cl:24])([Cl:25])[Cl:26].[O:1]=[c:2]1[nH:3][n:4][c:5](-[c:8]2[cH:9][cH:10][c:11]([C:12](=[O:13])[O:14][CH3:15])[cH:16][cH:17]2)[cH:6][n:7]1.[P:18]([Cl:19])([Cl:20])([Cl:21])=[O:22]>>[c:2]1([Cl:20])[n:3][n:4][c:5](-[c:8]2[cH:9][cH:10][c:11]([C:12](=[O:13])[O:14][CH3:15])[cH:16][cH:17]2)[cH:6][n:7]1. Reactants: C1CCOC1, CC(C)(C)OC(=O)N1CCCC(C(=O)c2cccc(F)c2OCC2CC2)C1, COCCCCCl, [Mg]. The product is COCCCCC(O)(c1cccc(F)c1OCC1CC1)C1CCCN(C(=O)OC(C)(C)C)C1. As a reaction SMILES: [CH2:36]1[O:37][CH2:38][CH2:39][CH2:40]1.[CH:9]1([CH2:12][O:13][c:14]2[c:15]([C:16](=[O:17])[CH:18]3[CH2:19][N:20]([C:24](=[O:25])[O:26][C:27]([CH3:28])([CH3:29])[CH3:30])[CH2:21][CH2:22][CH2:23]3)[cH:31][cH:32][cH:33][c:34]2[F:35])[CH2:10][CH2:11]1.[Cl:1][CH2:2][CH2:3][CH2:4][CH2:5][O:6][CH3:7].[Mg:8]>>[CH2:2]([CH2:3][CH2:4][CH2:5][O:6][CH3:7])[C:16]([c:15]1[c:14]([O:13][CH2:12][CH:9]2[CH2:10][CH2:11]2)[c:34]([F:35])[cH:33][cH:32][cH:31]1)([OH:17])[CH:18]1[CH2:19][N:20]([C:24](=[O:25])[O:26][C:27]([CH3:28])([CH3:29])[CH3:30])[CH2:21][CH2:22][CH2:23]1. The reactants are O=C([O-])O, CC(C)(C)OC(=O)N1CCC(Oc2ccc(SC(F)(F)F)cc2)CC1, [O-][I+3]([O-])([O-])[O-], [Na+], [Na+], O, O, Cl[Ru](Cl)Cl. Product: CC(C)(C)OC(=O)N1CCC(Oc2ccc(S(=O)(=O)C(F)(F)F)cc2)CC1. As a reaction SMILES: [C:32]([O-:33])(=[O:34])[OH:35].[F:7][C:8]([F:9])([F:10])[S:11][c:12]1[cH:13][cH:14][c:15]([O:16][CH:17]2[CH2:18][CH2:19][N:20]([C:23](=[O:24])[O:25][C:26]([CH3:27])([CH3:28])[CH3:29])[CH2:21][CH2:22]2)[cH:30][cH:31]1.[I+3:1]([O-:2])([O-:3])([O-:4])[O-:5].[Na+:36].[Na+:6].[OH2:37].[OH2:38].[Ru:39]([Cl:40])([Cl:41])[Cl:42]>>[F:7][C:8]([F:9])([F:10])[S:11]([c:12]1[cH:13][cH:14][c:15]([O:16][CH:17]2[CH2:18][CH2:19][N:20]([C:23](=[O:24])[O:25][C:26]([CH3:27])([CH3:28])[CH3:29])[CH2:21][CH2:22]2)[cH:30][cH:31]1)(=[O:33])=[O:37]. Reactants: Br.BrCC1=NC=CC=C1 (2-(bromomethyl)pyridine hydrobromide), CC1=C(C=CC(=C1)C)C=1C=CC(NN1)=S (6-(2,4-dimethylphenyl)pyridazine-3(2H)-thione), CC[O-].[Na+] (EtONa). Solvent: CCO (EtOH). The product is CC1=C(C=CC(=C1)C)C=1N=NC(=CC1)SCC1=NC=CC=C1 (3-(2,4-Dimethylphenyl)-6-(pyridin-2-ylmethylthio)pyridazine). Yield: 34.7%. As a reaction SMILES: Br.Br[CH2:3][C:4]1[CH:9]=[CH:8][CH:7]=[CH:6][N:5]=1.[CH3:10][C:11]1[CH:16]=[C:15]([CH3:17])[CH:14]=[CH:13][C:12]=1[C:18]1[CH:19]=[CH:20][C:21](=[S:24])[NH:22][N:23]=1.CC[O-].[Na+]>CCO>[CH3:10][C:11]1[CH:16]=[C:15]([CH3:17])[CH:14]=[CH:13][C:12]=1[C:18]1[N:23]=[N:22][C:21]([S:24][CH2:3][C:4]2[CH:9]=[CH:8][CH:7]=[CH:6][N:5]=2)=[CH:20][CH:19]=1 |f:0.1,3.4|. Procedure details: To a mixture of 2-(bromomethyl)pyridine hydrobromide (116 mg; 0.46 mmol) and 6-(2,4-dimethylphenyl)pyridazine-3(2H)-thione (Example 13a) (100 mg, 0.46 mmol) in EtOH (3 mL) was added EtONa (20% in EtOH, 25 μl) and the reaction was irradiated in a microwave at 140° C. for 4 min. The crude mixture was dried down and purified on silica gel (Eluent: 5% MeOH in DCM) to give 3-(2,4-Dimethylphenyl)-6-(pyridin-2-ylmethylthio)pyridazine (49 mg, 35%) as a white solid. 1H NMR (300 MHz, dMSO: δ 2.49 (s, 3H),...